From a dataset of the Open Reaction Database (ORD), a public repository of structured organic reaction records. describe an organic reaction: reactants, conditions, products, and yield Starting materials: BrC=1C=[N+](C2=CC=CC=C2C1[N+](=O)[O-])[O-] (3-Bromo-4-nitroquinoline 1-oxide), N12CCCC2(CCC1)CCN (2-(1-azabicyclo[3.3.0]octan-5-yl)ethylamine). The product is N12CCCC2(CCC1)CCNC=1C=[N+](C2=CC=CC=C2C1[N+](=O)[O-])[O-] (3-[2-(1-Azabicyclo[3.3.0]octan-5-yl)-ethyl]amino-4-nitroquinoline 1-oxide). Isolated yield 87.4%. Reaction SMILES: Br[C:2]1[CH:3]=[N+:4]([O-:15])[C:5]2[C:10]([C:11]=1[N+:12]([O-:14])=[O:13])=[CH:9][CH:8]=[CH:7][CH:6]=2.[N:16]12[CH2:23][CH2:22][CH2:21][C:20]1([CH2:24][CH2:25][NH2:26])[CH2:19][CH2:18][CH2:17]2>>[N:16]12[CH2:23][CH2:22][CH2:21][C:20]1([CH2:24][CH2:25][NH:26][C:2]1[CH:3]=[N+:4]([O-:15])[C:5]3[C:10]([C:11]=1[N+:12]([O-:14])=[O:13])=[CH:9][CH:8]=[CH:7][CH:6]=3)[CH2:19][CH2:18][CH2:17]2. Reported procedure: 3-Bromo-4-nitroquinoline 1-oxide and 2-(1-azabicyclo[3.3.0]octan-5-yl)ethylamine were reacted in the same manner as in Example 1 to obtain the titled compound in a yield of 87.4%. Reactants: NC([C@H](CC1=CC=C(C=C1)I)NC(=O)C1(CCOCC1)NC(OC(C)(C)C)=O)=O ((S)-tert-Butyl 4-(1-amino-3-(4-iodophenyl)-1-oxopropan-2-ylcarbamoyl)tetrahydro-2H-pyran-4-ylcarbamate), CN1CCN(CC1)S(=O)(=O)C1=CC=C(C=C1)B1OC(C(O1)(C)C)(C)C (1-methyl-4-(4-(4,4,5,5-tetramethyl-1,3,2-dioxaborolan-2-yl)phenylsulfonyl)piperazine), C([O-])([O-])=O.[Na+].[Na+] (sodium carbonate). Solvent: C(C)#N (acetonitrile). Reaction conditions: temperature 85 celsius. Yields the product NC([C@H](CC1=CC=C(C=C1)C1=CC=C(C=C1)S(=O)(=O)N1CCN(CC1)C)NC(=O)C1(CCOCC1)NC(OC(C)(C)C)=O)=O ((S)-tert-Butyl 4-(1-amino-3-(4′-(4-methylpiperazin-1-ylsulfonyl)biphenyl-4-yl)-1-oxopropan-2-ylcarbamoyl)tetrahydro-2H-pyran-4-ylcarbamate). Yield: 87.7%. As a reaction SMILES: [NH2:1][C:2](=[O:29])[C@@H:3]([NH:12][C:13]([C:15]1([NH:21][C:22](=[O:28])[O:23][C:24]([CH3:27])([CH3:26])[CH3:25])[CH2:20][CH2:19][O:18][CH2:17][CH2:16]1)=[O:14])[CH2:4][C:5]1[CH:10]=[CH:9][C:8](I)=[CH:7][CH:6]=1.[CH3:30][N:31]1[CH2:36][CH2:35][N:34]([S:37]([C:40]2[CH:45]=[CH:44][C:43](B3OC(C)(C)C(C)(C)O3)=[CH:42][CH:41]=2)(=[O:39])=[O:38])[CH2:33][CH2:32]1.C(=O)([O-])[O-].[Na+].[Na+]>C(#N)C>[NH2:1][C:2](=[O:29])[C@@H:3]([NH:12][C:13]([C:15]1([NH:21][C:22](=[O:28])[O:23][C:24]([CH3:27])([CH3:26])[CH3:25])[CH2:20][CH2:19][O:18][CH2:17][CH2:16]1)=[O:14])[CH2:4][C:5]1[CH:10]=[CH:9][C:8]([C:43]2[CH:44]=[CH:45][C:40]([S:37]([N:34]3[CH2:35][CH2:36][N:31]([CH3:30])[CH2:32][CH2:33]3)(=[O:38])=[O:39])=[CH:41][CH:42]=2)=[CH:7][CH:6]=1 |f:2.3.4|. Procedure: (S)-tert-Butyl 4-(1-amino-3-(4-iodophenyl)-1-oxopropan-2-ylcarbamoyl)tetrahydro-2H-pyran-4-ylcarbamate (Example 1, step (iii), 250 mg) and 1-methyl-4-(4-(4,4,5,5-tetramethyl-1,3,2-dioxaborolan-2-yl)phenylsulfonyl)piperazine (177 mg) in acetonitrile (8 mL) was treated with aqueous sodium carbonate solution (2M, 0.483 mL) and then nitrogen was bubbled through the mixture. 1,1 bis(Di-tert-butylphosphino)ferrocene palladium dichloride (5 mg) was added and the mixture was heated at 85° C. under nitro... Reactants: mercuric acetate, p-methoxybenzyl ester, C1(=CC=CC=C1)C (toluene), C(CC)(=O)O (propionic acid), OC(=C(C(=O)[O-])N1C(C(C1=O)NC(C(NC(=O)OCC1=CC=CC=C1)C1=CC=CC=C1)=O)SC=O)CBr (3-hydroxy-4-bromo-2-[2-formylthio-4-oxo-3-(α-benzyloxycarbonylaminophenylacetamido)-1-azetidinyl]-2-butenoate), C1(=CC=CC=C1)C (toluene). Run at temperature 15 celsius, time 30 minute. Product: C(C1=CC=CC=C1)OC(=O)NC(C(=O)NC1[C@@H]2N(C(=C(CS2)O)C(=O)OCC2=CC=C(C=C2)OC)C1=O)C1=CC=CC=C1 (p-methoxybenzyl 7-(α-benzyloxycarbonylaminophenylacetamido)-3-hydroxy-3-cephem-4-carboxylate). Reaction SMILES: [C:1](O)(=[O:4])CC.[OH:6][C:7]([CH2:41]Br)=[C:8]([N:12]1[C:15](=[O:16])[CH:14]([NH:17][C:18](=[O:37])[CH:19]([C:31]2[CH:36]=[CH:35][CH:34]=[CH:33][CH:32]=2)[NH:20][C:21]([O:23][CH2:24][C:25]2[CH:30]=[CH:29][CH:28]=[CH:27][CH:26]=2)=[O:22])[CH:13]1[S:38]C=O)[C:9]([O-:11])=[O:10].[C:43]1([CH3:49])[CH:48]=[CH:47][CH:46]=[CH:45][CH:44]=1>>[CH2:24]([O:23][C:21]([NH:20][CH:19]([C:31]1[CH:32]=[CH:33][CH:34]=[CH:35][CH:36]=1)[C:18]([NH:17][CH:14]1[C:15](=[O:16])[N:12]2[C:8]([C:9]([O:11][CH2:49][C:43]3[CH:48]=[CH:47][C:46]([O:4][CH3:1])=[CH:45][CH:44]=3)=[O:10])=[C:7]([OH:6])[CH2:41][S:38][C@H:13]12)=[O:37])=[O:22])[C:25]1[CH:30]=[CH:29][CH:28]=[CH:27][CH:26]=1. Procedure details: To 0.430 g. (1.1 mmol.) of mercuric acetate in a mixture of 20 ml. of toluene and 10 ml. of propionic acid are added 0.632 g. (1 mmol.) of 3-hydroxy-4-bromo-2-[2-formylthio-4-oxo-3-(α-benzyloxycarbonylaminophenylacetamido)-1-azetidinyl]-2-butenoate, p-methoxybenzyl ester, in 20 ml. of toluene. The mixture is stirred for 30 minutes at 15° C., after which time the solution becomes cloudy. Hydrogen sulfide is bubbled into the mixture, and the mixture then is filtered through activated charcoal and ... The reactants are O=c1cc(CO)[nH]cc1OCc1ccccc1, CC(=O)Cl, c1ccncc1. Product: CC(=O)OCc1cc(=O)c(OCc2ccccc2)c[nH]1. Reaction SMILES: [CH2:1]([c:2]1[cH:3][cH:4][cH:5][cH:6][cH:7]1)[O:8][c:9]1[c:10](=[O:17])[cH:11][c:12]([CH2:15][OH:16])[nH:13][cH:14]1.[CH3:18][C:19]([Cl:20])=[O:21].[cH:22]1[cH:23][cH:24][n:25][cH:26][cH:27]1>>[CH2:1]([c:2]1[cH:3][cH:4][cH:5][cH:6][cH:7]1)[O:8][c:9]1[c:10](=[O:17])[cH:11][c:12]([CH2:15][O:16][C:19]([CH3:18])=[O:21])[nH:13][cH:14]1. Reactants: FC1=CC=C(CN=C=O)C=C1 (4-Fluorobenzylisocyanate), C(C)(C)N(C(C)C)CC (N,N-diisopropylethylamine), C1(=CC=C(C=C1)S(=O)(=O)O)C.NC(C#N)C#N (aminomalononitrile p-toluenesulfonate). The solvent is O1CCCC1 (tetrahydrofuran). Run at time 24 hour. The product is NC1=C(N=C(N1CC1=CC=C(C=C1)F)O)C#N (5-Amino-4-cyano-1-(4-fluorobenzyl)-2-hydroxyimidazole). Yield: 83.1%. As a reaction SMILES: [F:1][C:2]1[CH:11]=[CH:10][C:5]([CH2:6][N:7]=[C:8]=[O:9])=[CH:4][CH:3]=1.C(N(CC)C(C)C)(C)C.C1(C)C=CC(S(O)(=O)=O)=CC=1.[NH2:32][CH:33]([C:36]#[N:37])[C:34]#[N:35]>O1CCCC1>[NH2:37][C:36]1[N:7]([CH2:6][C:5]2[CH:4]=[CH:3][C:2]([F:1])=[CH:11][CH:10]=2)[C:8]([OH:9])=[N:32][C:33]=1[C:34]#[N:35] |f:2.3|. Procedure: 4-Fluorobenzylisocyanate (1.37 g, 10 mmol) and N,N-diisopropylethylamine (1.29 g, 10 mmol) were added to aminomalononitrile p-toluenesulfonate (2.53 g, 10 mmol) suspended in tetrahydrofuran (50 ml). The mixture was stirred at room temperature for 24 hours and then the solvent was removed in vacuo. To the residue was added ethyl acetate and the solution was washed and the organic layer was extracted with 1N aqueous sodium hydroxide. The extract was neutralized with 10% aqueous potassium hydrogen ... Product: FC(C(=O)O)(F)F.FC(C(=O)O)(F)F.NCC(=O)NCCC(=O)OC[C@H](COC1=CC=C(C=C1)C1=C(C(=NC(=C1C#N)SCC=1N=C(OC1)C1=CC=C(C=C1)Cl)N)C#N)OC(CCNC(CN)=O)=O ((2S)-3-{4-[2-Amino-6-({[2-(4-chlorophenyl)-1,3-oxazol-4-yl]methyl}sulfanyl)-3,5-dicyanopyridin-4-yl]phenoxy}propane-1,2-diyl bis{3-[(aminoacetyl)amino]propanoate}bis(trifluoroacetic acid) salt). Reactants: FC(C(=O)O)(F)F (trifluoroacetic acid), C(C)(C)(C)OC(=O)NCC(=O)NCCC(=O)O[C@H](COC(CCNC(CNC(OC(C)(C)C)=O)=O)=O)COC1=CC=C(C=C1)C1=C(C(=NC(=C1C#N)SCC=1N=C(OC1)C1=CC=C(C=C1)Cl)N)C#N ((14S)-15-{4-[2-Amino-6-({[2-(4-chlorophenyl)-1,3-oxazol-4-yl]methyl}sulfanyl)-3,5-dicyanopyridin-4-yl]phenoxy}-2,2-dimethyl-4,7,11-trioxo-3,12-dioxa-5,8-diazapentadecan-14-yl 3-({[(tert-butoxycarbonyl)amino]acetyl}amino)propanoate), FC(C(=O)O)(F)F (trifluoroacetic acid). Procedure: An amount of 79 mg (0.080 mmol) of the compound from example 32A was introduced in 0.5 ml of dichloromethane, admixed with 0.061 ml (0.798 mmol) of trifluoroacetic acid and stirred at RT. After 3 hours, again, the same amount of trifluoroacetic acid was added and the mixture was stirred at RT overnight. The reaction mixture was then concentrated and the residue was purified by means of preparative HPLC (eluent gradient: acetonitrile/water 10:90→95:5 with addition of 0.1% TFA). This gave 54 mg (6... The solvent is ClCCl (dichloromethane). Conditions: time 3 hour. RXN SMILES: C(OC([NH:8][CH2:9][C:10]([NH:12][CH2:13][CH2:14][C:15]([O:17][C@@H:18]([CH2:37][O:38][C:39]1[CH:44]=[CH:43][C:42]([C:45]2[C:50]([C:51]#[N:52])=[C:49]([S:53][CH2:54][C:55]3[N:56]=[C:57]([C:60]4[CH:65]=[CH:64][C:63]([Cl:66])=[CH:62][CH:61]=4)[O:58][CH:59]=3)[N:48]=[C:47]([NH2:67])[C:46]=2[C:68]#[N:69])=[CH:41][CH:40]=1)[CH2:19][O:20][C:21](=[O:36])[CH2:22][CH2:23][NH:24][C:25](=[O:35])[CH2:26][NH:27]C(=O)OC(C)(C)C)=[O:16])=[O:11])=O)(C)(C)C.[F:70][C:71]([F:76])([F:75])[C:72]([OH:74])=[O:73]>ClCCl>[F:70][C:71]([F:76])([F:75])[C:72]([OH:74])=[O:73].[F:70][C:71]([F:76])([F:75])[C:72]([OH:74])=[O:73].[NH2:27][CH2:26][C:25]([NH:24][CH2:23][CH2:22][C:21]([O:20][CH2:19][C@@H:18]([O:17][C:15](=[O:16])[CH2:14][CH2:13][NH:12][C:10](=[O:11])[CH2:9][NH2:8])[CH2:37][O:38][C:39]1[CH:44]=[CH:43][C:42]([C:45]2[C:50]([C:51]#[N:52])=[C:49]([S:53][CH2:54][C:55]3[N:56]=[C:57]([C:60]4[CH:61]=[CH:62][C:63]([Cl:66])=[CH:64][CH:65]=4)[O:58][CH:59]=3)[N:48]=[C:47]([NH2:67])[C:46]=2[C:68]#[N:69])=[CH:41][CH:40]=1)=[O:36])=[O:35] |f:3.4.5|. Starting materials: BrC(C(=O)Cl)C (2-bromopropionyl chloride), NC=1SC(=C(N1)C)C1=NC(=NC=C1)NC1=CC=C(C=C1)F ([4-(2-amino-4-methyl-thiazol-5-yl)-pyrimidin-2-yl]-(4-fluoro-phenyl)-amine), CN(C)C=O (DMF), ice water. Run at time 18 hour. The product is BrCCC(=O)NC=1SC(=C(N1)C)C1=NC(=NC=C1)NC1=CC=C(C=C1)F (3-Bromo-N-{5-[2-(4-fluoro-phenylamino)-pyrimidin-4-yl]-4-methyl-thiazol-2-yl}-propionamide). As a reaction SMILES: [NH2:1][C:2]1[S:3][C:4]([C:8]2[CH:13]=[CH:12][N:11]=[C:10]([NH:14][C:15]3[CH:20]=[CH:19][C:18]([F:21])=[CH:17][CH:16]=3)[N:9]=2)=[C:5]([CH3:7])[N:6]=1.[Br:22][CH:23](C)[C:24](Cl)=O.CN([CH:31]=[O:32])C>>[Br:22][CH2:23][CH2:24][C:31]([NH:1][C:2]1[S:3][C:4]([C:8]2[CH:13]=[CH:12][N:11]=[C:10]([NH:14][C:15]3[CH:20]=[CH:19][C:18]([F:21])=[CH:17][CH:16]=3)[N:9]=2)=[C:5]([CH3:7])[N:6]=1)=[O:32]. Procedure details: A solution of [4-(2-amino-4-methyl-thiazol-5-yl)-pyrimidin-2-yl]-(4-fluoro-phenyl)-amine (0.3 g, 1.0 mmol) in DMF (2 mL) was cooled on an ice bath and was treated with 2-bromopropionyl chloride (0.17 g, 1.0 mmol). After completion of the addition, the reaction mixture was allowed to stir at room temperature for 18 h. It was poured into ice water and was extracted with CH2Cl2. The organics were combined, washed with brine, dried on MgSO4, and the solvent was evaporated to leave a brown residue. T... Reactants: [I-].C(C)(C)(C)OC(=O)N1CC(C1)[Zn+] ((1-(tert-butoxycarbonyl)azetidin-3-yl)-zinc(II) iodide), IC=1C=CC=C2C=C(C=NC12)S(=O)(=O)C1=CC=CC=C1 (8-iodo-3-(phenylsulfonyl)quinoline). Reagents/catalysts: C1=CC=C(C=C1)P([C-]2C=CC=C2)C3=CC=CC=C3.C1=CC=C(C=C1)P([C-]2C=CC=C2)C3=CC=CC=C3.Cl[Pd]Cl.[Fe+2] (PdCl2(dppf)), [Cu]I (CuI). Run in CC(=O)N(C)C (DMA), CC(=O)N(C)C (DMA). Conditions: temperature 80 celsius, time 150 hour. Yields the product C1(=CC=CC=C1)S(=O)(=O)C=1C=NC2=C(C=CC=C2C1)C1CN(C1)C(=O)OC(C)(C)C (tert-Butyl 3-(3-(phenylsulfonyl)quinolin-8-yl)azetidine-1-carboxylate). Yield: 24.9%. RXN SMILES: I[C:2]1[CH:3]=[CH:4][CH:5]=[C:6]2[C:11]=1[N:10]=[CH:9][C:8]([S:12]([C:15]1[CH:20]=[CH:19][CH:18]=[CH:17][CH:16]=1)(=[O:14])=[O:13])=[CH:7]2.[I-].[C:22]([O:26][C:27]([N:29]1[CH2:32][CH:31]([Zn+])[CH2:30]1)=[O:28])([CH3:25])([CH3:24])[CH3:23]>CC(N(C)C)=O.C1C=CC(P(C2C=CC=CC=2)[C-]2C=CC=C2)=CC=1.C1C=CC(P(C2C=CC=CC=2)[C-]2C=CC=C2)=CC=1.Cl[Pd]Cl.[Fe+2].[Cu]I>[C:15]1([S:12]([C:8]2[CH:9]=[N:10][C:11]3[C:6]([CH:7]=2)=[CH:5][CH:4]=[CH:3][C:2]=3[CH:31]2[CH2:30][N:29]([C:27]([O:26][C:22]([CH3:25])([CH3:24])[CH3:23])=[O:28])[CH2:32]2)(=[O:14])=[O:13])[CH:20]=[CH:19][CH:18]=[CH:17][CH:16]=1 |f:1.2,4.5.6.7|. Reported procedure: To a solution of 8-iodo-3-(phenylsulfonyl)quinoline (200 mg, 0.51 mmol, prepared according to WO2003080580) in DMA (1 ml) was added PdCl2(dppf) (8.3 mg, 0.10 mmol; dppf=1,1′-bis(diphenylphosphino)ferrocene) and CuI (11.6 mg, 0.06 mmol), followed by dropwise addition of (1-(tert-butoxycarbonyl)azetidin-3-yl)-zinc(II) iodide (317 mg, 0.91 mmol) in DMA (1 ml) over 10 min. The mixture was then heated at 80° C. for 6 h, then stirred at room temperature for 150 h and quenched with a saturated aqueous ... Reactants: morpholine enamine, C1(CCCC1)=O (cyclopentanone), C(C)OC(COC1=C(C=CC=C1)C=O)=O (2-formylphenoxyacetic acid ethyl ester), 6, Cl (hydrochloric acid). Solvent: C1=CC=CC=C1 (benzene). Reaction conditions: time 2 hour. The product is C(C)OC(=O)COC1=C(\C=C/2\C(CCC2)=O)C=CC=C1 (2-(E)-(2-ethoxycarbonylmethoxyl-benzylidene) cyclopentanone). RXN SMILES: [C:1]1(=[O:6])[CH2:5][CH2:4][CH2:3][CH2:2]1.[CH2:7]([O:9][C:10](=[O:21])[CH2:11][O:12][C:13]1[CH:18]=[CH:17][CH:16]=[CH:15][C:14]=1[CH:19]=O)[CH3:8].Cl>C1C=CC=CC=1>[CH2:7]([O:9][C:10]([CH2:11][O:12][C:13]1[CH:18]=[CH:17][CH:16]=[CH:15][C:14]=1/[CH:19]=[C:2]1/[C:1](=[O:6])[CH2:5][CH2:4][CH2:3]/1)=[O:21])[CH3:8]. Procedure: A solution of 21.2 g of morpholine enamine of cyclopentanone, 24.0 g of 2-formylphenoxyacetic acid ethyl ester, and 200 ml of benzene was refluxed through a condenser equipped with a Dean-Stark trap for about 4.5 hours. The resulting solution was cooled to about room temperature, and treated with 35 ml of 6 normal (N) hydrochloric acid. After stirring for about 2 hours at about room temperature, the benzene layer was separated and the aqueous layer was extracted with two 15 ml portions of benzen...